Dataset: the Open Reaction Database (ORD), a public repository of structured organic reaction records. Task: describe an organic reaction: reactants, conditions, products, and yield Starting materials: NC=1C(=C(C(=C(C(=O)NCC(COC(C)=O)OC(C)=O)C1I)I)C(=O)NCC(COC(C)=O)OC(C)=O)I (5-Amino,N,N'-bis(2,3-diacetoxypropyl)-2,4,6-triiodoisophthalamide), C(CCCCCCCCC#CC#CCCCCCCCCCC)(=O)Cl (10,12-tricosadiynoyl chloride), C(C)(=O)OCC (ethyl acetate). Run in ClCCl (dichloromethane). Reaction conditions: time 3 day. Yields the product OC(CNC(C1=C(C(C(=O)NCC(CO)O)=C(C(=C1I)NC(CCCCCCCCC#CC#CCCCCCCCCCC)=O)I)I)=O)CO (N,N'-bis(2,3-dihydroxypropyl)2,4,6-triiodo-5-(tricosa-10,12-diynoylamino)isophthalamide). RXN SMILES: [NH2:1][C:2]1[C:3]([I:38])=[C:4]([C:24]([NH:26][CH2:27][CH:28]([O:34]C(=O)C)[CH2:29][O:30]C(=O)C)=[O:25])[C:5]([I:23])=[C:6]([C:21]=1[I:22])[C:7]([NH:9][CH2:10][CH:11]([O:17]C(=O)C)[CH2:12][O:13]C(=O)C)=[O:8].[C:39](Cl)(=[O:62])[CH2:40][CH2:41][CH2:42][CH2:43][CH2:44][CH2:45][CH2:46][CH2:47][C:48]#[C:49][C:50]#[C:51][CH2:52][CH2:53][CH2:54][CH2:55][CH2:56][CH2:57][CH2:58][CH2:59][CH2:60][CH3:61].C(OCC)(=O)C>ClCCl>[OH:17][CH:11]([CH2:12][OH:13])[CH2:10][NH:9][C:7](=[O:8])[C:6]1[C:21]([I:22])=[C:2]([NH:1][C:39](=[O:62])[CH2:40][CH2:41][CH2:42][CH2:43][CH2:44][CH2:45][CH2:46][CH2:47][C:48]#[C:49][C:50]#[C:51][CH2:52][CH2:53][CH2:54][CH2:55][CH2:56][CH2:57][CH2:58][CH2:59][CH2:60][CH3:61])[C:3]([I:38])=[C:4]([C:24]([NH:26][CH2:27][CH:28]([OH:34])[CH2:29][OH:30])=[O:25])[C:5]=1[I:23]. Reported procedure: 5-Amino,N,N'-bis(2,3-diacetoxypropyl)-2,4,6-triiodoisophthalamide (2.19 g, 2.5 mmol) and 10,12-tricosadiynoyl chloride (1.82 g, 5 mmol) were dissolved in 20 ml dichloromethane. The solution was stirred for 3 days at ambient temperature under a nitrogen atmosphere. TLC (ethyl acetate) indicated that the reaction was complete. The reaction mixture was evaporated and dissolved in a mixture of methanol (30 ml) and 1M sodium hydroxide solution (15 ml). After 1 hour TLC (methanol/chloroform) indicated... Reactants: C1(O)=CC=C(O)C=C1 (hydroquinone), C(C)(=O)OC1=CC=C(C(=O)O)C=C1 (4-acetoxybenzoic acid). Product: C(C)(=O)OC1=CC=C(C(=O)OC2=CC=C(C=C2)OC(C2=CC=C(C=C2)OC(C)=O)=O)C=C1 (1,4-BIS(4-ACETOXYBENZOYLOXY)BENZENE). As a reaction SMILES: [C:1]1([CH:8]=[CH:7][C:5]([OH:6])=[CH:4][CH:3]=1)[OH:2].[C:9]([O:12][C:13]1[CH:21]=[CH:20][C:16]([C:17](O)=[O:18])=[CH:15][CH:14]=1)(=[O:11])[CH3:10]>>[C:9]([O:12][C:13]1[CH:21]=[CH:20][C:16]([C:17]([O:2][C:1]2[CH:8]=[CH:7][C:5]([O:6][C:17](=[O:18])[C:16]3[CH:20]=[CH:21][C:13]([O:12][C:9](=[O:11])[CH3:10])=[CH:14][CH:15]=3)=[CH:4][CH:3]=2)=[O:18])=[CH:15][CH:14]=1)(=[O:11])[CH3:10]. Procedure: Using the procedure described above, this compound was prepared from hydroquinone and 4-acetoxybenzoic acid. The crude product was recrystallized from methyl isobutyl ketone (18 ml/g) giving white platelets with a m.p. of 185.0° C. to 186.5° C. Reactants: FC1=CC=C(C=C1)C(C(Br)C1=CC=C(C=C1)SC)=O (1-(4-fluorophenyl)-2-(4-methylthiophenyl)-2-bromoethanone), C1(=CC=CC=C1)CCC(=S)N (3-phenylthiopropionamide). Run in C(C)(=O)OCC (ethyl acetate), C(C)O (ethanol). Product: FC1=CC=C(C=C1)C=1N=C(SC1C1=CC=C(C=C1)SC)CCC1=CC=CC=C1 (4-(4-fluorophenyl)-5-(4-methylthiophenyl)-2-(2-phenylethyl)thiazole). The yield is 65.3%. Reaction SMILES: [F:1][C:2]1[CH:7]=[CH:6][C:5]([C:8](=O)[CH:9]([C:11]2[CH:16]=[CH:15][C:14]([S:17][CH3:18])=[CH:13][CH:12]=2)Br)=[CH:4][CH:3]=1.[C:20]1([CH2:26][CH2:27][C:28]([NH2:30])=[S:29])[CH:25]=[CH:24][CH:23]=[CH:22][CH:21]=1>C(O)C.C(OCC)(=O)C>[F:1][C:2]1[CH:7]=[CH:6][C:5]([C:8]2[N:30]=[C:28]([CH2:27][CH2:26][C:20]3[CH:25]=[CH:24][CH:23]=[CH:22][CH:21]=3)[S:29][C:9]=2[C:11]2[CH:16]=[CH:15][C:14]([S:17][CH3:18])=[CH:13][CH:12]=2)=[CH:4][CH:3]=1. Procedure details: To a solution of 2-bromo-1-(4-fluorophenyl)-2-(4-methylthiophenyl)ethanone (Example 1, Step 3)(0.115 g, 0.340 mmol) in ethanol (4 mL) in a 10 mL round bottom flask was added 3-phenylthiopropionamide from Step 1 (0.059 g, 0.357 mmol) and the mixture was heated to reflux overnight. The reaction was cooled to room temperature, diluted with ethyl acetate (50 mL), washed with Na2CO3 (10% solution), brine, dried over Na2SO4, filtered and concentrated in vacuo yielding 4-(4-fluorophenyl)-5-(4-methylthi... Reaction conditions: temperature 5 celsius, time 20 hour. Reported procedure: Glycine ethyl ester hydrochloride (13.8 g (98.9 mmol)) and 50 g of toluene were mixed, and 10 g of dimethyl sulfoxide was flown thereinto at room temperature. Benzaldehyde (10.0 g (94.2 mmol)) was flown into the obtained mixture. The obtained mixture was adjusted to 12° C., and 16.5 g of a 25% aqueous sodium hydroxide solution (sodium hydroxide 104 mmol) was added dropwise over 3 hours. After completion of the dropwise addition, the obtained mixture was stirred at a temperature in a range from 1... Yield: 87.2%. Reactants: [OH-].[Na+] (sodium hydroxide), Cl.C(C)OC(CN)=O (Glycine ethyl ester hydrochloride), C1(=CC=CC=C1)C (toluene), C(C1=CC=CC=C1)=O (Benzaldehyde). The solvent is O (water), CS(=O)C (dimethyl sulfoxide). The product is C(C)OC(C/N=C/C1=CC=CC=C1)=O ((E)-N-phenylmethyleneglycine ethyl ester). Reaction SMILES: Cl.[CH2:2]([O:4][C:5](=[O:8])[CH2:6][NH2:7])[CH3:3].[C:9]1([CH3:15])[CH:14]=[CH:13][CH:12]=[CH:11][CH:10]=1.C(=O)C1C=CC=CC=1.[OH-].[Na+]>O.CS(C)=O>[CH2:2]([O:4][C:5](=[O:8])[CH2:6]/[N:7]=[CH:15]/[C:9]1[CH:14]=[CH:13][CH:12]=[CH:11][CH:10]=1)[CH3:3] |f:0.1,4.5|.